The task is: describe an organic reaction: reactants, conditions, products, and yield. This data is from the Open Reaction Database (ORD), a public repository of structured organic reaction records. The reactants are CCC(C#N)C(=O)c1ccc(C(=O)OC)s1, CO, [Cl-], [K+], NN, [Na+], [OH-], O. Product: CCC(C#N)C(=O)c1ccc(C(=O)NN)s1. RXN SMILES: [C:1](#[N:2])[CH:3]([C:4](=[O:5])[c:6]1[cH:7][cH:8][c:9]([C:11](=[O:12])[O:13][CH3:14])[s:10]1)[CH2:15][CH3:16].[CH3:24][OH:25].[Cl-:23].[K+:18].[NH2:20][NH2:21].[Na+:22].[OH-:17].[OH2:19]>>[C:1](#[N:2])[CH:3]([C:4](=[O:5])[c:6]1[cH:7][cH:8][c:9]([C:11](=[O:12])[NH:20][NH2:21])[s:10]1)[CH2:15][CH3:16]. The reactants are BrN1C(CCC1=O)=O (N-bromosuccinimide), CC(C)(C#N)N=NC(C)(C)C#N (AIBN), C(C)(C)(C)OC(=O)N1CCC(CC1)OC=1C=C2C=C(N=CC2=CC1)Cl (4-(3-Chloro-isoquinolin-6-yloxy)-piperidine-1-carboxylic acid tert-butyl ester). Solvent: CC#N (CH3CN). Reaction conditions: temperature 85 celsius. Yields the product C(C)(C)(C)OC(=O)N1CCC(CC1)OC=1C(=C2C=C(N=CC2=CC1)Cl)Br (4-(5-Bromo-3-chloro-isoquinolin-6-yloxy)-piperidine-1-carboxylic acid tert-butyl ester). RXN SMILES: [C:1]([O:5][C:6]([N:8]1[CH2:13][CH2:12][CH:11]([O:14][C:15]2[CH:16]=[C:17]3[C:22](=[CH:23][CH:24]=2)[CH:21]=[N:20][C:19]([Cl:25])=[CH:18]3)[CH2:10][CH2:9]1)=[O:7])([CH3:4])([CH3:3])[CH3:2].[Br:26]N1C(=O)CCC1=O.CC(N=NC(C#N)(C)C)(C#N)C>CC#N>[C:1]([O:5][C:6]([N:8]1[CH2:13][CH2:12][CH:11]([O:14][C:15]2[C:16]([Br:26])=[C:17]3[C:22](=[CH:23][CH:24]=2)[CH:21]=[N:20][C:19]([Cl:25])=[CH:18]3)[CH2:10][CH2:9]1)=[O:7])([CH3:4])([CH3:2])[CH3:3]. Reported procedure: 200 mg of 4-(3-Chloro-isoquinolin-6-yloxy)-piperidine-1-carboxylic acid tert-butyl ester (178) were dissolved in 5 ml of CH3CN and heated to 85° C. Then a mixture of 148 mg of N-bromosuccinimide and 9 mg of AIBN was added as solid and the resulting mixture was heated to reflux for 1 h. The solvent was removed in vacuo and the residue subjected to flash column chromatography. The yield of the isolated product was 41% The reactants are O (Water), FC1=C(C=CC(=C1)I)NC1=CC(NC=C1[N+](=O)[O-])=O (4-(2-Fluoro-4-iodophenylamino)-5-nitropyridin-2(1H)-one), CI (methyl iodide), [H-].[Na+] (NaH). Solvent: CN(C)C=O (DMF). Reaction conditions: temperature 0 celsius, time 1 hour. Yields the product FC1=C(C=CC(=C1)I)NC1=CC(N(C=C1[N+](=O)[O-])C)=O (4-(2-Fluoro-4-iodophenylamino)-1-methyl-5-nitropyridin-2(1H)-one). The yield is 77.0%. As a reaction SMILES: [F:1][C:2]1[CH:7]=[C:6]([I:8])[CH:5]=[CH:4][C:3]=1[NH:9][C:10]1[C:15]([N+:16]([O-:18])=[O:17])=[CH:14][NH:13][C:12](=[O:19])[CH:11]=1.[H-].[Na+].[CH3:22]I.O>CN(C=O)C>[F:1][C:2]1[CH:7]=[C:6]([I:8])[CH:5]=[CH:4][C:3]=1[NH:9][C:10]1[C:15]([N+:16]([O-:18])=[O:17])=[CH:14][N:13]([CH3:22])[C:12](=[O:19])[CH:11]=1 |f:1.2|. Procedure details: 4-(2-Fluoro-4-iodophenylamino)-5-nitropyridin-2(1H)-one (1.28 g, 3.41 mmol) was dissolved in dry DMF (20 mL) and cooled to 0° C. under an ice-bath. To the solution was added NaH (60% in oil) (168 mg, 4.2 mmol) portion-wise. The resulted mixture was stirred at 0° C. for 1 hour, followed by the addition of methyl iodide (260 uL, 4.17 mmol) drop-wise through a syringe. The solution was allowed to warm to room temperature and stirred for 16 hours. Water (20 mL) was added slowly and stirring was cont... The reactants are O (water), ClC1=C(NC(CC2=CC3=CC=CC=C3C=C2)(C)C)C=CC(=C1)[N+](=O)[O-] (2-chloro-N-(2-methyl-1-(naphthalen-2-yl)propan-2-yl)-4-nitroaniline), Cl (hydrochloric acid). Reagents/catalysts: [Fe] (iron), [Fe] (iron). Run in C1CCOC1 (THF). Run at time 15 minute. Product: ClC1=C(C=CC(=C1)N)NC(CC1=CC2=CC=CC=C2C=C1)(C)C (2-chloro-N1-(2-methyl-1-(naphthalen-2-yl)propan-2-yl)benzene-1,4-diamine). The yield is 84.7%. RXN SMILES: O.Cl.[Cl:3][C:4]1[CH:24]=[C:23]([N+:25]([O-])=O)[CH:22]=[CH:21][C:5]=1[NH:6][C:7]([CH3:20])([CH3:19])[CH2:8][C:9]1[CH:18]=[CH:17][C:16]2[C:11](=[CH:12][CH:13]=[CH:14][CH:15]=2)[CH:10]=1>C1COCC1.[Fe]>[Cl:3][C:4]1[CH:24]=[C:23]([NH2:25])[CH:22]=[CH:21][C:5]=1[NH:6][C:7]([CH3:20])([CH3:19])[CH2:8][C:9]1[CH:18]=[CH:17][C:16]2[C:11](=[CH:12][CH:13]=[CH:14][CH:15]=2)[CH:10]=1. Procedure details: To a mixture of water (50 mL) and iron powder (3.78 g, 67.7 mmol) at 65° C. was added concentrated hydrochloric acid (1.0 mL) dropwise and the mixture was stirred for 15 min. The aqueous layer of the mixture was poured out and a solution of 2-chloro-N-(2-methyl-1-(naphthalen-2-yl)propan-2-yl)-4-nitroaniline (2.4 g, 6.76 mmol) in THF (50 mL) was added to the above processed iron powder. The mixture was stirred further at 65° C. for 30 min. The mixture was then cooled to rt and filtered, and the f... The reactants are S1C=C(C2=C1C=CC=C2)C=O (1-benzothiophene-3-carbaldehyde), C(CC(=O)O)(=O)O (malonic acid), N1CCCCC1 (piperidine). The solvent is N1=CC=CC=C1 (pyridine). Run at temperature 110 celsius. Product: S1C2=C(C(=C1)C=CC(=O)O)C=CC=C2 (3-Benzo[b]thiophen-3-yl-acrylic acid). As a reaction SMILES: [S:1]1[C:5]2[CH:6]=[CH:7][CH:8]=[CH:9][C:4]=2[C:3]([CH:10]=O)=[CH:2]1.C(O)(=O)[CH2:13][C:14]([OH:16])=[O:15].N1CCCCC1>N1C=CC=CC=1>[S:1]1[CH:2]=[C:3]([CH:10]=[CH:13][C:14]([OH:16])=[O:15])[C:4]2[CH:9]=[CH:8][CH:7]=[CH:6][C:5]1=2. Procedure: A suspension of 1-benzothiophene-3-carbaldehyde (4.9 g, 0.03 mol), malonic acid (6.6 g, 0.06 mol) and piperidine (1 mL) in 100 mL anhydrous pyridine was heated at 110° C. overnight. The reaction mixture was cooled to room temperature and the solvent was removed in vacuo. The residue was taken up in 100 mL of water and 1 N hydrochloric acid was added to adjust the pH of this solution to ca. 3. The suspension was filtered and the yellow solid was collected, washed with water (3×50 mL) and concentr...